This data is from the Open Reaction Database (ORD), a public repository of structured organic reaction records. The task is: describe an organic reaction: reactants, conditions, products, and yield Reactants: acid chloride, C(C1=CC=CC=C1)OC1=CC=C(C=C1)C1=NC2=C(N1C1CCCCC1)C=CC(=C2)C(=O)O (2-[4-(Benzyloxy)phenyl]-1-cyclohexyl-1H-benzimidazole-5-carboxylic acid), [H-].[Na+] (Sodium hydride), C1(=CC=CC=C1)S(=O)(=O)N (phenylsulfonamide). Solvent: ClCCl (dichloromethane), CN(C=O)C (dimethylformamide), ClCCl (dichloromethane). Conditions: time 1 hour. Product: C(C1=CC=CC=C1)OC1=CC=C(C=C1)C1=NC2=C(N1C1CCCCC1)C=CC(=C2)C(=O)C2=C(C=CC=C2)S(=O)(=O)N (({2-[4-(Benzyloxy)phenyl]-1-cyclohexyl-1H-benzimidazol-5-yl}carbonyl)benzenesulfonamide). Isolated yield 54.0%. RXN SMILES: [H-].[Na+].[C:3]1([S:9]([NH2:12])(=[O:11])=[O:10])[CH:8]=[CH:7][CH:6]=[CH:5][CH:4]=1.[CH2:13]([O:20][C:21]1[CH:26]=[CH:25][C:24]([C:27]2[N:31]([CH:32]3[CH2:37][CH2:36][CH2:35][CH2:34][CH2:33]3)[C:30]3[CH:38]=[CH:39][C:40]([C:42](O)=[O:43])=[CH:41][C:29]=3[N:28]=2)=[CH:23][CH:22]=1)[C:14]1[CH:19]=[CH:18][CH:17]=[CH:16][CH:15]=1>CN(C)C=O.ClCCl>[CH2:13]([O:20][C:21]1[CH:22]=[CH:23][C:24]([C:27]2[N:31]([CH:32]3[CH2:33][CH2:34][CH2:35][CH2:36][CH2:37]3)[C:30]3[CH:38]=[CH:39][C:40]([C:42]([C:4]4[CH:5]=[CH:6][CH:7]=[CH:8][C:3]=4[S:9]([NH2:12])(=[O:11])=[O:10])=[O:43])=[CH:41][C:29]=3[N:28]=2)=[CH:25][CH:26]=1)[C:14]1[CH:19]=[CH:18][CH:17]=[CH:16][CH:15]=1 |f:0.1|. Procedure: A suspension of compound 49 (0.060 g, 0.14 mmol) and thionyl chloride (0.051 mL) in benzene (2 mL) was refluxed for 2 h under an argon atmosphere. The reaction mixture was cooled to rt and concentrated on a rotary evaporator. The residue was coevaporated with benzene (2×) to afford the acid chloride as a white solid (0.062 g, 100%). Sodium hydride (0.0101 g, 0.252 mmol, 60% dispersion in oil was added to a solution of phenylsulfonamide (0.0425 g, 0.270 mmol) in dimethylformamide (1 mL) at rt und... Reactants: BrC1=CC=C(C=C1)C(=O)N1CCN(CC1)C1=NC=C(C=C1C)C1CC1 ((4-bromophenyl)[4-(5-cyclopropyl-3-methylpyridin-2-yl)piperazin-1-yl]methanone), C(C)(=O)N1C(NCC1)=O (1-acetylimidazolidin-2-one). The product is C(C)(=O)N1C(N(CC1)C1=CC=C(C=C1)C(=O)N1CCN(CC1)C1=NC=C(C=C1C)C1CC1)=O (1-acetyl-3-{4-[4-(5-cyclopropyl-3-methylpyridin-2-yl)piperazine-1-carbonyl]phenyl}imidazolidin-2-one). Yield: 70.4%. Reaction SMILES: Br[C:2]1[CH:7]=[CH:6][C:5]([C:8]([N:10]2[CH2:15][CH2:14][N:13]([C:16]3[C:21]([CH3:22])=[CH:20][C:19]([CH:23]4[CH2:25][CH2:24]4)=[CH:18][N:17]=3)[CH2:12][CH2:11]2)=[O:9])=[CH:4][CH:3]=1.[C:26]([N:29]1[CH2:33][CH2:32][NH:31][C:30]1=[O:34])(=[O:28])[CH3:27]>>[C:26]([N:29]1[CH2:33][CH2:32][N:31]([C:2]2[CH:7]=[CH:6][C:5]([C:8]([N:10]3[CH2:15][CH2:14][N:13]([C:16]4[C:21]([CH3:22])=[CH:20][C:19]([CH:23]5[CH2:25][CH2:24]5)=[CH:18][N:17]=4)[CH2:12][CH2:11]3)=[O:9])=[CH:4][CH:3]=2)[C:30]1=[O:34])(=[O:28])[CH3:27]. Procedure details: Using (4-bromophenyl)[4-(5-cyclopropyl-3-methylpyridin-2-yl)piperazin-1-yl]methanone (240 mg) described in Preparation Example 185 and 1-acetylimidazolidin-2-one (115 mg) and by the reaction and treatment in the same manner as in Example 1, the title compound (189 mg) was obtained. Reactants: C(C)(C)(C)OC(NCCCOC1=CC=C(C2=CC=CC=C12)CCCCNC(=NC(=O)C1=NC(=C(N=C1N)N)Cl)N)=O ([3-(4-{4-[N′-(3,5-Diamino-6-chloro-pyrazine-2-carbonyl)-guanidino]-butyl}-naphthalen-1-yloxy)-propyl]-carbamic acid tert-butyl ester), Cl (HCl). Run in O1CCOCC1 (p-dioxane). Yields the product NCCCOC1=CC=C(C2=CC=CC=C12)CCCCNC(=N)NC(=O)C1=NC(=C(N=C1N)N)Cl (N-{4-[4-(3-Amino-propoxy)-naphthalen-1-yl]-butyl}-N′-(3,5-diamino-6-chloro-pyrazine-2-carbonyl)-guanidine). As a reaction SMILES: C(OC(=O)[NH:7][CH2:8][CH2:9][CH2:10][O:11][C:12]1[C:21]2[C:16](=[CH:17][CH:18]=[CH:19][CH:20]=2)[C:15]([CH2:22][CH2:23][CH2:24][CH2:25][NH:26][C:27]([NH2:40])=[N:28][C:29]([C:31]2[C:36]([NH2:37])=[N:35][C:34]([NH2:38])=[C:33]([Cl:39])[N:32]=2)=[O:30])=[CH:14][CH:13]=1)(C)(C)C.Cl>O1CCOCC1>[NH2:7][CH2:8][CH2:9][CH2:10][O:11][C:12]1[C:21]2[C:16](=[CH:17][CH:18]=[CH:19][CH:20]=2)[C:15]([CH2:22][CH2:23][CH2:24][CH2:25][NH:26][C:27]([NH:28][C:29]([C:31]2[C:36]([NH2:37])=[N:35][C:34]([NH2:38])=[C:33]([Cl:39])[N:32]=2)=[O:30])=[NH:40])=[CH:14][CH:13]=1. Reported procedure: One gram (2.66 mmol) of free amine was stirred with 1-(3,5-diamino-6-chloro-pyrazine-2-carbonyl)-2-methyl-isothiourea (1.55 g, 3.99 mmol) in dry ethanol (25 mL). Di-isopropyl-ethylamine (1.39 mL, 7.98 mmol) of was added and the reaction mixture was warmed to 45° C. overnight. Ethanol was added and the reaction filtered. After concentration of the filtrate, the residue was purified by flash chromatography (0-10% MeOH/CH2Cl2) to give 0.92 g of [3-(4-{4-[N′-(3,5-Diamino-6-chloro-pyrazine-2-carbonyl... Reactants: CO, O=[N+]([O-])c1ccc(I)c(C(F)(F)F)c1. Yields the product Nc1ccc(I)c(C(F)(F)F)c1. RXN SMILES: [CH3:15][OH:16].[I:1][c:2]1[c:3]([C:11]([F:12])([F:13])[F:14])[cH:4][c:5]([N+:8]([O-:9])=[O:10])[cH:6][cH:7]1>>[I:1][c:2]1[c:3]([C:11]([F:12])([F:13])[F:14])[cH:4][c:5]([NH2:8])[cH:6][cH:7]1. The reactants are [Si](C)(C)(C(C)(C)C)OCCN(C(=O)C1=NC(=NC(=C1OCC1=CC=CC=C1)O)CC1(CCCC1)C1=CC=CC2=CC=CC=C12)C (5-benzyloxy-6-hydroxy-2-(1-naphthalen-1-yl-cyclopentylmethyl)-pyrimidine-4-carboxylic acid [2-(tert-butyl-dimethylsilanyloxy)-ethyl]-methyl-amide), C(C1=CC=CC=C1)OC=1C(=NC(=NC1O)CC1(CCCC1)C1=CC=C(C=C1)Cl)C(=O)O (5-benzyloxy-2-[1-(4-chlorophenyl)-cyclopentylmethyl]-6-hydroxypyrimidine-4-carboxylic acid), C(C1=CC=CC=C1)NCCO[Si](C)(C)C(C)(C)C (benzyl-[2-(tert-butyl-dimethylsilanyloxy)-ethyl]-amine). Yields the product C(C1=CC=CC=C1)N(C(=O)C1=NC(=NC(=C1OCC1=CC=CC=C1)O)CC1(CCCC1)C1=CC=C(C=C1)Cl)CCO[Si](C)(C)C(C)(C)C (N-Benzyl-5-(benzyloxy)-N-(2-((tert-butyldimethylsilyl)oxy)ethyl)-2-((1-(4-chlorophenyl)cyclo-pentyl)methyl)-6-hydroxypyrimidine-4-carboxamide). RXN SMILES: [Si](OCCN(C)C(C1C(OCC2C=CC=CC=2)=C(O)N=C(CC2(C3C4C(=CC=CC=4)C=CC=3)CCCC2)N=1)=O)(C(C)(C)C)(C)C.[CH2:46]([O:53][C:54]1[C:55]([C:74]([OH:76])=O)=[N:56][C:57]([CH2:61][C:62]2([C:67]3[CH:72]=[CH:71][C:70]([Cl:73])=[CH:69][CH:68]=3)[CH2:66][CH2:65][CH2:64][CH2:63]2)=[N:58][C:59]=1[OH:60])[C:47]1[CH:52]=[CH:51][CH:50]=[CH:49][CH:48]=1.[CH2:77]([NH:84][CH2:85][CH2:86][O:87][Si:88]([C:91]([CH3:94])([CH3:93])[CH3:92])([CH3:90])[CH3:89])[C:78]1[CH:83]=[CH:82][CH:81]=[CH:80][CH:79]=1>>[CH2:77]([N:84]([CH2:85][CH2:86][O:87][Si:88]([C:91]([CH3:94])([CH3:93])[CH3:92])([CH3:89])[CH3:90])[C:74]([C:55]1[C:54]([O:53][CH2:46][C:47]2[CH:52]=[CH:51][CH:50]=[CH:49][CH:48]=2)=[C:59]([OH:60])[N:58]=[C:57]([CH2:61][C:62]2([C:67]3[CH:72]=[CH:71][C:70]([Cl:73])=[CH:69][CH:68]=3)[CH2:63][CH2:64][CH2:65][CH2:66]2)[N:56]=1)=[O:76])[C:78]1[CH:83]=[CH:82][CH:81]=[CH:80][CH:79]=1. Reported procedure: This compound was prepared by following the same method as described for 5-benzyloxy-6-hydroxy-2-(1-naphthalen-1-yl-cyclopentylmethyl)-pyrimidine-4-carboxylic acid [2-(tert-butyl-dimethylsilanyloxy)-ethyl]-methyl-amide (350) from 5-Benzyloxy-2-[1-(4-chlorophenyl)-cyclopentylmethyl]-6-hydroxypyrimidine-4-carboxylic acid (324) and benzyl-[2-(tert-butyl-dimethylsilanyloxy)-ethyl]-amine (8I). Starting materials: O=C([O-])[O-], CCOC(C)=O, COCN=C=S, Cc1cc(Oc2c(Cl)cc(C(F)(F)F)cc2Cl)n[nH]1, Cl, [K+], [K+]. Product: COCNC(=S)n1nc(Oc2c(Cl)cc(C(F)(F)F)cc2Cl)cc1C. RXN SMILES: [C:1](=[O:2])([O-:3])[O-:4].[CH3:33][CH2:34][O:35][C:36](=[O:37])[CH3:38].[CH3:7][O:8][CH2:9][N:10]=[C:11]=[S:12].[Cl:13][c:14]1[c:15]([O:25][c:26]2[n:27][nH:28][c:29]([CH3:31])[cH:30]2)[c:16]([Cl:24])[cH:17][c:18]([C:20]([F:21])([F:22])[F:23])[cH:19]1.[ClH:32].[K+:5].[K+:6]>>[CH3:7][O:8][CH2:9][NH:10][C:11](=[S:12])[n:28]1[n:27][c:26]([O:25][c:15]2[c:14]([Cl:13])[cH:19][c:18]([C:20]([F:21])([F:22])[F:23])[cH:17][c:16]2[Cl:24])[cH:30][c:29]1[CH3:31].